This data is from the Open Reaction Database (ORD), a public repository of structured organic reaction records. The task is: describe an organic reaction: reactants, conditions, products, and yield Reactants: solution, [H-].COCCO[Al+]OCCOC.[Na+].[H-] (sodium bis (2-methoxyethoxy)-aluminum hydride), [OH-].[Na+] (NaOH), (S)-(-)-6-benzylosy-2,5,7,8-tetramethyl-chroman-2-ethanol, COC(C[C@]1(OC2=C(C(=C(C(=C2CC1)C)OCC1=CC=CC=C1)C)C)C)=O ((S)-(-)-methyl-6-benzyloxy-2,5,7,8-tetramethyl- chroman-2-acetate), C(Cl)(Cl)Cl (CHCl3). Run at time 2 hour. Yields the product C(C1=CC=CC=C1)OC=1C(=C2CC[C@](OC2=C(C1C)C)(CCO)C)C ((S)-(-)-6-Benzyloxy-2,5,7,8-tetramethylchroman-2-ethanol). Reported procedure: A 70% solution of sodium bis (2-methoxyethoxy)-aluminum hydride in benzene (35 ml.) was stirred with ice bath cooling while a solution of 20.55 g. (0.0558 mole) of (S)-(-)-methyl-6-benzyloxy-2,5,7,8-tetramethyl- chroman-2-acetate in 50 ml. of benzene was added dropwise over 80 minutes keeping the temperature below 20° C. The resulting solution was stirred at room temperature for 2 hours then cautiously poured onto a mixture of ice and 1 N aqueous NaOH. Work-up by means of ether extraction in the... As a reaction SMILES: [H-].COCCO[Al+]OCCOC.[Na+].[H-].C[O:16][C:17](=O)[CH2:18][C@:19]1([CH3:40])[CH2:28][CH2:27][C:26]2[C:21](=[C:22]([CH3:39])[C:23]([CH3:38])=[C:24]([O:30][CH2:31][C:32]3[CH:37]=[CH:36][CH:35]=[CH:34][CH:33]=3)[C:25]=2[CH3:29])[O:20]1.[OH-].[Na+].C(Cl)(Cl)Cl>C1C=CC=CC=1>[CH2:31]([O:30][C:24]1[C:25]([CH3:29])=[C:26]2[C:21](=[C:22]([CH3:39])[C:23]=1[CH3:38])[O:20][C@:19]([CH3:40])([CH2:18][CH2:17][OH:16])[CH2:28][CH2:27]2)[C:32]1[CH:37]=[CH:36][CH:35]=[CH:34][CH:33]=1 |f:0.1.2.3,5.6|. Solvent: C1=CC=CC=C1 (benzene), C1=CC=CC=C1 (benzene). Starting materials: CN(CCCCCC(=O)N1CCCC2=CC=CC=C12)C (1-(6-dimethylaminohexanoyl)-1,2,3,4-tetrahydroquinoline), [H-].[Al+3].[Li+].[H-].[H-].[H-] (lithium aluminium hydride), CCOCC (ether). The solvent is O (Water). The product is CN(CCCCCCN1CCCC2=CC=CC=C12)C (6-dimethylamino-1-(1,2,3,4-tetrahydroquinolin-1-yl)hexane). Reaction SMILES: [CH3:1][N:2]([CH3:20])[CH2:3][CH2:4][CH2:5][CH2:6][CH2:7][C:8]([N:10]1[C:19]2[C:14](=[CH:15][CH:16]=[CH:17][CH:18]=2)[CH2:13][CH2:12][CH2:11]1)=O.[H-].[Al+3].[Li+].[H-].[H-].[H-].CCOCC>O>[CH3:20][N:2]([CH3:1])[CH2:3][CH2:4][CH2:5][CH2:6][CH2:7][CH2:8][N:10]1[C:19]2[C:14](=[CH:15][CH:16]=[CH:17][CH:18]=2)[CH2:13][CH2:12][CH2:11]1 |f:1.2.3.4.5.6|. Procedure details: The 1-(6-dimethylaminohexanoyl)-1,2,3,4-tetrahydroquinoline (4.0 g) was added to a mixture of lithium aluminium hydride (1.4 g) and ether (200 ml). The mixture was refluxed for 5 hours, then cooled. Water was added cautiously, and the organic solution was separated, dried and evaporated to give the title compound as an oil which is then converted to the dihydrochloride, mp 116°-119°. The reactants are O=C1N(CC2=CC=CC=C12)C(=O)Cl (1-oxo-isoindoline-2-carboxylic acid chloride), NCCC1=CC=C(C=C1)S(=O)(=O)NC(=O)NCCCC (N-(4-[2-amino-ethyl]-benzenesulfonyl)-N'-butyl-urea), [OH-].[Na+] (sodium hydroxide), Cl (hydrochloric acid). Run in CC(=O)C (acetone), O (water), CC(=O)C (acetone). Conditions: time 2 hour. Yields the product O=C1N(CC2=CC=CC=C12)C(=O)NCCC1=CC=C(C=C1)S(=O)(=O)NC(=O)NCCCC (N-(4-[2-(1-Oxo-isoindoline-2-carboxamido)-ethyl]-benzenesulfonyl)-N'-butyl-urea). RXN SMILES: [NH2:1][CH2:2][CH2:3][C:4]1[CH:9]=[CH:8][C:7]([S:10]([NH:13][C:14]([NH:16][CH2:17][CH2:18][CH2:19][CH3:20])=[O:15])(=[O:12])=[O:11])=[CH:6][CH:5]=1.[OH-].[Na+].[O:23]=[C:24]1[C:32]2[C:27](=[CH:28][CH:29]=[CH:30][CH:31]=2)[CH2:26][N:25]1[C:33](Cl)=[O:34].Cl>O.CC(C)=O>[O:23]=[C:24]1[C:32]2[C:27](=[CH:28][CH:29]=[CH:30][CH:31]=2)[CH2:26][N:25]1[C:33]([NH:1][CH2:2][CH2:3][C:4]1[CH:9]=[CH:8][C:7]([S:10]([NH:13][C:14]([NH:16][CH2:17][CH2:18][CH2:19][CH3:20])=[O:15])(=[O:12])=[O:11])=[CH:6][CH:5]=1)=[O:34] |f:1.2|. Procedure: 3 g of N-(4-[2-amino-ethyl]-benzenesulfonyl)-N'-butyl-urea (melting point 210°-212° C., prepared by saponification of N-(4-[2-acetylamino-ethyl]-benzenesulfonyl)-N'-butyl-urea with sodium hydroxide solution) are dissolved with 0.4 g of sodium hydroxide in 50 ml of water and 50 ml of acetone and, while stirring, a solution of 2 g of 1-oxo-isoindoline-2-carboxylic acid chloride (melting point 119°-121° C., prepared from 1-oxo-isoindoline sodium and phosgene) in about 50 ml of acetone is added. The...